Dataset: the Open Reaction Database (ORD), a public repository of structured organic reaction records. Task: describe an organic reaction: reactants, conditions, products, and yield Reaction conditions: time 8 hour. Starting materials: O (water), O.OC1=C(C(=CC(=C1)O)O)C(C)=O (2′,4′,6′-trihydroxyacetophenone monohydrate), C([O-])([O-])=O.[K+].[K+] (potassium carbonate), C(C1=CC=CC=C1)Br (benzyl bromide). Procedure details: To a mixture of 2′,4′,6′-trihydroxyacetophenone monohydrate (5 g) and potassium carbonate (7.42 g) in N,N-dimethylformamide (100 mL) was added benzyl bromide (6.39 mL) under ice-cooling, and the mixture was stirred at room temperature overnight. The reaction mixture was poured into water, and the resulting mixture was extracted with diethyl ether. The extract was washed with water and dried over anhydrous magnesium sulfate. The solvent was removed under reduced pressure, and the residue was puri... RXN SMILES: O.[OH:2][C:3]1[CH:8]=[C:7]([OH:9])[CH:6]=[C:5]([OH:10])[C:4]=1[C:11](=[O:13])[CH3:12].C(=O)([O-])[O-].[K+].[K+].[CH2:20](Br)[C:21]1[CH:26]=[CH:25][CH:24]=[CH:23][CH:22]=1.O>CN(C)C=O>[CH2:20]([O:2][C:3]1[CH:8]=[C:7]([O:9][CH2:11][C:4]2[CH:5]=[CH:6][CH:7]=[CH:8][CH:3]=2)[CH:6]=[C:5]([OH:10])[C:4]=1[C:11](=[O:13])[CH3:12])[C:21]1[CH:26]=[CH:25][CH:24]=[CH:23][CH:22]=1 |f:0.1,2.3.4|. Solvent: CN(C=O)C (N,N-dimethylformamide). Yields the product C(C1=CC=CC=C1)OC1=C(C(=CC(=C1)OCC1=CC=CC=C1)O)C(C)=O (2′,4′-dibenzyloxy-6′-hydroxyacetophenone).